Dataset: the Open Reaction Database (ORD), a public repository of structured organic reaction records. Task: describe an organic reaction: reactants, conditions, products, and yield Starting materials: CCN(C(C)C)C(C)C, ClCCl, O=S(Cl)Cl, OCc1cc2cc(Oc3nc4ccccc4s3)ccc2o1. The product is ClCc1cc2cc(Oc3nc4ccccc4s3)ccc2o1. RXN SMILES: [CH:22]([N:23]([CH2:24][CH3:25])[CH:26]([CH3:27])[CH3:28])([CH3:29])[CH3:30].[Cl:35][CH2:36][Cl:37].[S:31]([Cl:32])([Cl:33])=[O:34].[s:1]1[c:2]([O:10][c:11]2[cH:12][cH:13][c:14]3[c:15]([cH:16][c:17]([CH2:19][OH:20])[o:18]3)[cH:21]2)[n:3][c:4]2[c:5]1[cH:6][cH:7][cH:8][cH:9]2>>[s:1]1[c:2]([O:10][c:11]2[cH:12][cH:13][c:14]3[c:15]([cH:16][c:17]([CH2:19][Cl:33])[o:18]3)[cH:21]2)[n:3][c:4]2[c:5]1[cH:6][cH:7][cH:8][cH:9]2.